Dataset: the Open Reaction Database (ORD), a public repository of structured organic reaction records. Task: describe an organic reaction: reactants, conditions, products, and yield The reactants are CI, [K+], [K+], O=C([O-])[O-], CN(C)C=O, CCOC(=O)C1=Cc2cc(OC(F)(F)F)cc(O)c2OC1C(F)(F)F. Yields the product CCOC(=O)C1=Cc2cc(OC(F)(F)F)cc(OC)c2OC1C(F)(F)F. RXN SMILES: [I:26][CH3:27].[K+:28].[K+:29].[O-:30][C:31]([O-:32])=[O:33].[O:34]=[CH:35][N:36]([CH3:37])[CH3:38].[OH:1][c:2]1[cH:3][c:4]([O:21][C:22]([F:23])([F:24])[F:25])[cH:5][c:6]2[c:11]1[O:10][CH:9]([C:12]([F:13])([F:14])[F:15])[C:8]([C:16](=[O:17])[O:18][CH2:19][CH3:20])=[CH:7]2>>[O:1]([c:2]1[cH:3][c:4]([O:21][C:22]([F:23])([F:24])[F:25])[cH:5][c:6]2[c:11]1[O:10][CH:9]([C:12]([F:13])([F:14])[F:15])[C:8]([C:16](=[O:17])[O:18][CH2:19][CH3:20])=[CH:7]2)[CH3:31]. The reactants are C1(=CC=CC=C1)S(=O)(=O)N1C=C(C=2C1=NC=C(C2)C=2C=CC1=C(CCO1)C2)C=2C=NNC2 (1-Benzenesulfonyl-5-(2,3-dihydro-benzofuran-5-yl)-3-(1H-pyrazol-4-yl)-1H-pyrrolo[2,3-b]pyridine), [OH-].[Na+] (NaOH). Solvent: CCO (EtOH). Conditions: temperature 85 celsius. Product: O1CCC2=C1C=CC(=C2)C=2C=C1C(=NC2)NC=C1C=1C=NNC1 (5-(2,3-dihydro-benzofuran-5-yl)-3-(1H-pyrazol-4-yl)-1H-pyrrolo[2,3-b]pyridine). Isolated yield 52.9%. As a reaction SMILES: C1(S([N:10]2[C:14]3=[N:15][CH:16]=[C:17]([C:19]4[CH:20]=[CH:21][C:22]5[O:26][CH2:25][CH2:24][C:23]=5[CH:27]=4)[CH:18]=[C:13]3[C:12]([C:28]3[CH:29]=[N:30][NH:31][CH:32]=3)=[CH:11]2)(=O)=O)C=CC=CC=1.[OH-].[Na+]>CCO>[O:26]1[C:22]2[CH:21]=[CH:20][C:19]([C:17]3[CH:18]=[C:13]4[C:12]([C:28]5[CH:32]=[N:31][NH:30][CH:29]=5)=[CH:11][NH:10][C:14]4=[N:15][CH:16]=3)=[CH:27][C:23]=2[CH2:24][CH2:25]1 |f:1.2|. Reported procedure: To 49 (45 mg, 0.10 mmol) in EtOH (3 mL) was added 10% aq. NaOH (1.25 mL) and the reaction mixture was heated at 85° C. for 1 h. The mixture was concentrated to afford a yellow solid. Purification by preparative LCMS (column LUNA 10μ C18(2) 00G-4253-V0 250×50 mm) using water—acetonitrile (0.1% AcOH) as eluent (in gradient; flow 80 mL/min) afforded the product 50 (16 mg, 53%) as a white solid; 1H NMR (400 MHz, CD3OD) δ 3.24 (t, J=17.4, 8.7 Hz, 2H), 4.55 (t, J=17.4, 8.7 Hz, 2H), 6.80 (d, J=8.2 Hz, ... The reactants are N=C([O-])c1ccccc1, CCOC(=N)c1ccc(C=Cc2ccccc2)cc1, CO, CCO, Cl, N, c1ccccc1. Yields the product N=C(N)c1ccc(C=Cc2ccccc2)cc1, Cl. Reaction SMILES: [C:27]([O-:28])([c:29]1[cH:30][cH:31][cH:32][cH:33][cH:34]1)=[NH:35].[CH2:8]([O:9][C:11]([c:12]1[cH:13][cH:14][c:15]([CH:18]=[CH:19][c:20]2[cH:21][cH:22][cH:23][cH:24][cH:25]2)[cH:16][cH:17]1)=[NH:26])[CH3:10].[CH3:37][OH:38].[CH3:39][CH2:40][OH:41].[ClH:7].[NH3:36].[cH:1]1[cH:2][cH:3][cH:4][cH:5][cH:6]1>>[C:11]([c:12]1[cH:13][cH:14][c:15]([CH:18]=[CH:19][c:20]2[cH:21][cH:22][cH:23][cH:24][cH:25]2)[cH:16][cH:17]1)([NH2:26])=[NH:35].[ClH:7]. The reactants are C(C=C)(=O)OCC (ethyl acrylate), [H-].[Na+] (NaH), C1(=CC=CC=C1)CC(=O)OCC (ethyl phenylacetate), bromo ester, BrC(C(=O)OC)C1=CC=C(C=C1)OC (methyl bromo(4-methoxyphenyl)acetate), [H-].[Na+] (NaH). The solvent is CCOCC (Et2O), CO (methanol), CO (methanol), C(C=C)(=O)OC (methyl acrylate), CO (methanol), O (Water). Run at temperature 25 celsius, time 24 hour. Yields the product COC1=CC=C(C=C1)C1(C(C1)C(=O)OC)C(=O)OC (Dimethyl 1-(4-methoxyphenyl)-1,2-cyclopropanedicarboxylate). As a reaction SMILES: [H-].[Na+].Br[CH:4]([C:9]1[CH:14]=[CH:13][C:12]([O:15][CH3:16])=[CH:11][CH:10]=1)[C:5]([O:7][CH3:8])=[O:6].[C:17]1([CH2:23][C:24]([O:26][CH2:27]C)=[O:25])C=CC=CC=1.C(OCC)(=O)C=C>CCOCC.C(OC)(=O)C=C.O.CO>[CH3:16][O:15][C:12]1[CH:13]=[CH:14][C:9]([C:4]2([C:5]([O:7][CH3:8])=[O:6])[CH2:17][CH:23]2[C:24]([O:26][CH3:27])=[O:25])=[CH:10][CH:11]=1 |f:0.1|. Reported procedure: To a stirred slurry of of NaH (4.4 g, 60% in mineral oil) in anhydrous Et2O (0.3 l) was added methanol (10.3 mL) followed by a solution of bromo ester obtained in Prep. 12, methyl bromo(4-methoxyphenyl)acetate (29 g) in methyl acrylate (19.8 mL) (for examples starting from an ethyl phenylacetate derivative ethanol and ethyl acrylate were used, respectively) and methanol (3 mL) at 0° C., over a 30 min. The mixture was stirred at 25° C. for 24 h and then unreacted NaH was decomposed with 3 mL meth...